From a dataset of the Open Reaction Database (ORD), a public repository of structured organic reaction records. describe an organic reaction: reactants, conditions, products, and yield Reactants: CO, O=C1NC(=O)c2c(CCCN3CCC(c4ccc(F)cc4)CC3)cccc21, NN. Yields the product NCCCN1CCC(c2ccc(F)cc2)CC1. RXN SMILES: [CH3:30][OH:31].[F:1][c:2]1[cH:3][cH:4][c:5]([CH:8]2[CH2:9][CH2:10][N:11]([CH2:14][CH2:15][CH2:16][c:17]3[cH:18][cH:19][cH:20][c:21]4[c:26]3[C:24](=[O:25])[NH:23][C:22]4=[O:27])[CH2:12][CH2:13]2)[cH:6][cH:7]1.[NH2:28][NH2:29]>>[F:1][c:2]1[cH:3][cH:4][c:5]([CH:8]2[CH2:9][CH2:10][N:11]([CH2:14][CH2:15][CH2:16][NH2:28])[CH2:12][CH2:13]2)[cH:6][cH:7]1. Reactants: COC1=CC2=C(SC(=C2)C=O)C=C1OC (5,6-dimethoxybenzo[b]thiophene-2-carboxaldehyde), C(#N)C=P(C1=CC=CC=C1)(C1=CC=CC=C1)C1=CC=CC=C1 (cyanomethylene triphenylphosphorane). The solvent is C1(=CC=CC=C1)C (toluene). The product is COC1=CC2=C(SC(=C2)/C=C/C#N)C=C1OC ((E)-3-(5,6-dimethoxy-benzo[b]thiophene-2-yl)-2-propenenitrile). The yield is 84.2%. RXN SMILES: [CH3:1][O:2][C:3]1[C:13]([O:14][CH3:15])=[CH:12][C:6]2[S:7][C:8]([CH:10]=O)=[CH:9][C:5]=2[CH:4]=1.[C:16]([CH:18]=P(C1C=CC=CC=1)(C1C=CC=CC=1)C1C=CC=CC=1)#[N:17]>C1(C)C=CC=CC=1>[CH3:1][O:2][C:3]1[C:13]([O:14][CH3:15])=[CH:12][C:6]2[S:7][C:8](/[CH:10]=[CH:18]/[C:16]#[N:17])=[CH:9][C:5]=2[CH:4]=1. Reported procedure: A mixture of 5,6-dimethoxybenzo[b]thiophene-2-carboxaldehyde (8.14 g) and cyanomethylene triphenylphosphorane (22.06 g) in dry toluene (270 ml) was stirred and heated to reflux for 1 hour. The reaction mixture was then evaporated to dryness and the residue was dissolved in a mixture of dichloromethane (50 ml) and toluene (50 ml) and passed through a column of coarse silica (0.2-0.5 mm, Merck, 600 g). The column eluted with toluene:ethyl acetate (4:1 v/v). The appropriate fractions were combined ...